This data is from the Open Reaction Database (ORD), a public repository of structured organic reaction records. The task is: describe an organic reaction: reactants, conditions, products, and yield The reactants are CCCC(NC(=O)Cc1ccc(CCl)c(OCC)c1)c1ccccc1N1CCCCC1, [H][H], C1COCCO1. Product: CCCC(NC(=O)Cc1ccc(C)c(OCC)c1)c1ccccc1N1CCCCC1. RXN SMILES: [CH2:1]([CH3:2])[O:3][c:4]1[c:5]([CH2:6][Cl:7])[cH:8][cH:9][c:10]([CH2:12][C:13](=[O:14])[NH:15][CH:16]([CH2:17][CH2:18][CH3:19])[c:20]2[c:21]([N:26]3[CH2:27][CH2:28][CH2:29][CH2:30][CH2:31]3)[cH:22][cH:23][cH:24][cH:25]2)[cH:11]1.[H:32][H:33].[O:34]1[CH2:35][CH2:36][O:37][CH2:38][CH2:39]1>>[CH2:1]([CH3:2])[O:3][c:4]1[c:5]([CH3:6])[cH:8][cH:9][c:10]([CH2:12][C:13](=[O:14])[NH:15][CH:16]([CH2:17][CH2:18][CH3:19])[c:20]2[c:21]([N:26]3[CH2:27][CH2:28][CH2:29][CH2:30][CH2:31]3)[cH:22][cH:23][cH:24][cH:25]2)[cH:11]1. Reactants: C(C1=CC=CC=C1)OC1=C(N(C=CC1=O)CCO)C (3-benzyloxy-1-(2-hydroxyethyl)-2-methylpyridin-4-one), CN(C)C (Trimethylamine), C(C)(=O)OCC (ethyl acetate), CC(C(=O)Cl)(C)C (trimethylacetylchloride), C(C(C)(C)C)(=O)Cl (pivaloyl chloride). Run in CN(C=O)C (dimethylformamide), CO (methanol). Conditions: time 16 hour. Product: C(C1=CC=CC=C1)OC1=C(N(C=CC1=O)CCOC(C(C)(C)C)=O)C (3-Benzyloxy-2-methyl -1-(2-pivaloyloxyethyl)pyridin-4-one). Yield: 60.0%. As a reaction SMILES: CN(C)C.[CH2:5]([O:12][C:13]1[C:18](=[O:19])[CH:17]=[CH:16][N:15]([CH2:20][CH2:21][OH:22])[C:14]=1[CH3:23])[C:6]1[CH:11]=[CH:10][CH:9]=[CH:8][CH:7]=1.[C:24](Cl)(=[O:29])[C:25]([CH3:28])([CH3:27])[CH3:26].C(OCC)(=O)C>CN(C)C=O.CO>[CH2:5]([O:12][C:13]1[C:18](=[O:19])[CH:17]=[CH:16][N:15]([CH2:20][CH2:21][O:22][C:24](=[O:29])[C:25]([CH3:28])([CH3:27])[CH3:26])[C:14]=1[CH3:23])[C:6]1[CH:7]=[CH:8][CH:9]=[CH:10][CH:11]=1. Procedure details: Trimethylamine (4.7 ml) was added with stirring to a solution of 3-benzyloxy-1-(2-hydroxyethyl)-2-methylpyridin-4-one (2 g) in dimethylformamide (40 ml) and the solution was then heated under reflux while pivaloyl chloride (1 ml) was added dropwise. The mixture was refluxed at 78° C. for two hours whilst monitoring by thin layer chromatography (1:1 v/v ethyl acetate:methanol) when very little change of the mixture was obtained. Further trimethylacetylchloride (3 ml) was therefore added and reflu... Reactants: CC(C)(C)OC(=O)N1CCCC(OC(=O)c2ccc(-c3ccccc3)cc2)C(NC(=O)c2ccc(O[Si](C)(C)C(C)(C)C)cc2)C1, CCCC[N+](CCCC)(CCCC)CCCC, [Cl-], [F-], [Na+], C1CCOC1, O, O, O, O=C(O)CC(O)(CC(=O)O)C(=O)O. Yields the product CC(C)(C)OC(=O)N1CCCC(OC(=O)c2ccc(-c3ccccc3)cc2)C(NC(=O)c2ccc(O)cc2)C1. Reaction SMILES: [C:1]([CH3:2])([CH3:3])([CH3:4])[O:5][C:6](=[O:7])[N:8]1[CH2:9][CH:10]([NH:30][C:31]([c:32]2[cH:33][cH:34][c:35]([O:38][Si:39]([C:40]([CH3:41])([CH3:42])[CH3:43])([CH3:44])[CH3:45])[cH:36][cH:37]2)=[O:46])[CH:11]([O:15][C:16](=[O:17])[c:18]2[cH:19][cH:20][c:21](-[c:24]3[cH:25][cH:26][cH:27][cH:28][cH:29]3)[cH:22][cH:23]2)[CH2:12][CH2:13][CH2:14]1.[CH2:51]([N+:52]([CH2:53][CH2:54][CH2:55][CH3:56])([CH2:57][CH2:58][CH2:59][CH3:60])[CH2:61][CH2:62][CH2:63][CH3:64])[CH2:65][CH2:66][CH3:67].[Cl-:69].[F-:50].[Na+:68].[O:83]1[CH2:84][CH2:85][CH2:86][CH2:87]1.[OH2:47].[OH2:48].[OH2:49].[OH:70][C:71]([CH2:72][C:73]([C:74](=[O:75])[OH:76])([CH2:77][C:78](=[O:79])[OH:80])[OH:81])=[O:82]>>[C:1]([CH3:2])([CH3:3])([CH3:4])[O:5][C:6](=[O:7])[N:8]1[CH2:9][CH:10]([NH:30][C:31]([c:32]2[cH:33][cH:34][c:35]([OH:38])[cH:36][cH:37]2)=[O:46])[CH:11]([O:15][C:16](=[O:17])[c:18]2[cH:19][cH:20][c:21](-[c:24]3[cH:25][cH:26][cH:27][cH:28][cH:29]3)[cH:22][cH:23]2)[CH2:12][CH2:13][CH2:14]1. The reactants are COc1cc(CO)ccc1-c1ccccc1, ClCCl, O=C1CCC(=O)N1Br, c1ccc(P(c2ccccc2)c2ccccc2)cc1. Product: COc1cc(CBr)ccc1-c1ccccc1. Reaction SMILES: [CH3:9][O:10][c:11]1[c:12](-[c:19]2[cH:20][cH:21][cH:22][cH:23][cH:24]2)[cH:13][cH:14][c:15]([CH2:17][OH:18])[cH:16]1.[Cl:44][CH2:45][Cl:46].[O:1]=[C:2]1[N:3]([Br:8])[C:4](=[O:5])[CH2:6][CH2:7]1.[c:25]1([P:26]([c:27]2[cH:28][cH:29][cH:30][cH:31][cH:32]2)[c:33]2[cH:34][cH:35][cH:36][cH:37][cH:38]2)[cH:39][cH:40][cH:41][cH:42][cH:43]1>>[Br:8][CH2:17][c:15]1[cH:14][cH:13][c:12](-[c:19]2[cH:20][cH:21][cH:22][cH:23][cH:24]2)[c:11]([O:10][CH3:9])[cH:16]1. Reactants: C(C)OC(C(CC1=CC(=C(C=C1)O)F)OCC)=O ([rac]-2-ethoxy-3-(3-fluoro-4-hydroxy-phenyl)-propionic acid ethyl ester), C([O-])([O-])=O.[Cs+].[Cs+] (cesium carbonate), ClCC=1N=C(SC1)C1=CC=CC=C1 (4-chloromethyl-2-phenyl-thiazole), C(C1=CC=CC=C1)(=S)N (thiobenzamide), ClCC(=O)CCl (1,3-dichloroacetone), [I-].[K+] (potassium iodide). Yields the product C(C)OC(C(CC1=CC(=C(C=C1)OCC=1N=C(SC1)C1=CC=CC=C1)F)OCC)=O ([rac]-2-ethoxy-3-[3-fluoro-4-(2-phenyl-thiazol-4-ylmethoxy)-phenyl]-propionic acid ethyl ester). Reaction SMILES: [CH2:1]([O:3][C:4](=[O:18])[CH:5]([O:15][CH2:16][CH3:17])[CH2:6][C:7]1[CH:12]=[CH:11][C:10]([OH:13])=[C:9]([F:14])[CH:8]=1)[CH3:2].Cl[CH2:20][C:21]1[N:22]=[C:23]([C:26]2[CH:31]=[CH:30][CH:29]=[CH:28][CH:27]=2)[S:24][CH:25]=1.C(N)(=S)C1C=CC=CC=1.ClCC(CCl)=O.C(=O)([O-])[O-].[Cs+].[Cs+].[I-].[K+]>>[CH2:1]([O:3][C:4](=[O:18])[CH:5]([O:15][CH2:16][CH3:17])[CH2:6][C:7]1[CH:12]=[CH:11][C:10]([O:13][CH2:20][C:21]2[N:22]=[C:23]([C:26]3[CH:27]=[CH:28][CH:29]=[CH:30][CH:31]=3)[S:24][CH:25]=2)=[C:9]([F:14])[CH:8]=1)[CH3:2] |f:4.5.6,7.8|. Procedure details: In analogy to the procedure described in example 14 b], [rac]-2-ethoxy-3-(3-fluoro-4-hydroxy-phenyl)-propionic acid ethyl ester (example 7 a]) was reacted with 4-chloromethyl-2-phenyl-thiazole (prepared from thiobenzamide and 1,3-dichloroacetone in analogy to the procedure described in example 4 a]) in the presence of cesium carbonate and potassium iodide to yield [rac]-2-ethoxy-3-[3-fluoro-4-(2-phenyl-thiazol-4-ylmethoxy)-phenyl]-propionic acid ethyl ester, which was further saponified in analo...